From a dataset of the Open Reaction Database (ORD), a public repository of structured organic reaction records. describe an organic reaction: reactants, conditions, products, and yield Starting materials: ClC1=NC2=CC=CC=C2C(=N1)N1C(C2=CC=CC=C2CC1)C (2-Chloro-4-(1-Methyl-1,2,3,4-Tetrahydroisoquinoline-2-Yl)Quinazoline), FC1=CC=C(N)C=C1 (4-fluoroaniline). The solvent is CN(C=O)C (dimethylform-amide). Yields the product Cl.FC1=CC=C(C=C1)NC1=NC2=CC=CC=C2C(=N1)N1C(C2=CC=CC=C2CC1)C (2-(4-Fluorophenylamino)-4-(1-Methyl-1,2,3,4-Tetrahydroisoquinoline-2-Yl)Quinazoline Hydrochloride). Isolated yield 93.0%. RXN SMILES: [Cl:1][C:2]1[N:11]=[C:10]([N:12]2[CH2:21][CH2:20][C:19]3[C:14](=[CH:15][CH:16]=[CH:17][CH:18]=3)[CH:13]2[CH3:22])[C:9]2[C:4](=[CH:5][CH:6]=[CH:7][CH:8]=2)[N:3]=1.[F:23][C:24]1[CH:30]=[CH:29][C:27]([NH2:28])=[CH:26][CH:25]=1>CN(C)C=O>[ClH:1].[F:23][C:24]1[CH:30]=[CH:29][C:27]([NH:28][C:2]2[N:11]=[C:10]([N:12]3[CH2:21][CH2:20][C:19]4[C:14](=[CH:15][CH:16]=[CH:17][CH:18]=4)[CH:13]3[CH3:22])[C:9]3[C:4](=[CH:5][CH:6]=[CH:7][CH:8]=3)[N:3]=2)=[CH:26][CH:25]=1 |f:3.4|. Procedure details: In accordance with the same procedures as in Example 18, except that to a mixture of 1.26 g of the compound (4.07 mM) prepared in Example 2 and 15 ml of dimethylform-amide, 0.81 ml of 4-fluoroaniline(8.54 mM) was added, 1.59 g of the title compound was prepared. The reactants are O=C([O-])[O-], C=CCn1c(N)nc(N2CCc3ccccc3CC2)c(C#N)c1=O, CN(C)C=O, O=S(=O)(OCC(F)(F)F)C(F)(F)F, [K+], [K+]. Product: C=CCn1c(NCC(F)(F)F)nc(N2CCc3ccccc3CC2)c(C#N)c1=O. RXN SMILES: [C:38](=[O:39])([O-:40])[O-:41].[CH2:1]([CH:2]=[CH2:3])[n:4]1[c:5]([NH2:24])[n:6][c:7]([N:13]2[CH2:14][CH2:15][c:16]3[c:17]([cH:20][cH:21][cH:22][cH:23]3)[CH2:18][CH2:19]2)[c:8]([C:11]#[N:12])[c:9]1=[O:10].[CH3:44][N:45]([CH3:46])[CH:47]=[O:48].[F:25][C:26]([CH2:27][O:28][S:29]([C:30]([F:31])([F:32])[F:33])(=[O:34])=[O:35])([F:36])[F:37].[K+:42].[K+:43]>>[CH2:1]([CH:2]=[CH2:3])[n:4]1[c:5]([NH:24][CH2:27][C:26]([F:25])([F:36])[F:37])[n:6][c:7]([N:13]2[CH2:14][CH2:15][c:16]3[c:17]([cH:20][cH:21][cH:22][cH:23]3)[CH2:18][CH2:19]2)[c:8]([C:11]#[N:12])[c:9]1=[O:10]. The reactants are CCO, CCOC(=O)CCN(C)C(=O)c1ccc(NC(CC(C)C)c2cc(-c3ccccc3)oc2C)cc1, CCCCCC. As a reaction SMILES: [CH2:42]([OH:43])[CH3:44].[CH3:1][N:2]([CH2:3][CH2:4][C:5](=[O:6])[O:7][CH2:8][CH3:9])[C:10](=[O:11])[c:12]1[cH:13][cH:14][c:15]([NH:18][CH:19]([CH2:20][CH:21]([CH3:22])[CH3:23])[c:24]2[c:25]([CH3:35])[o:26][c:27](-[c:29]3[cH:30][cH:31][cH:32][cH:33][cH:34]3)[cH:28]2)[cH:16][cH:17]1.[CH3:36][CH2:37][CH2:38][CH2:39][CH2:40][CH3:41]>>[CH3:1][N:2]([CH2:3][CH2:4][C:5](=[O:6])[OH:7])[C:10](=[O:11])[c:12]1[cH:13][cH:14][c:15]([NH:18][CH:19]([CH2:20][CH:21]([CH3:22])[CH3:23])[c:24]2[c:25]([CH3:35])[o:26][c:27](-[c:29]3[cH:30][cH:31][cH:32][cH:33][cH:34]3)[cH:28]2)[cH:16][cH:17]1. Product: Cc1oc(-c2ccccc2)cc1C(CC(C)C)Nc1ccc(C(=O)N(C)CCC(=O)O)cc1. Starting materials: O1CCOCC1 (dioxane), [Na].S(=O)(=O)(C1=CC=C(C)C=C1)NN=CC1=C(C=CC=C1)C1=CC=C(C=C1)F (4-Fluorophenyl benzaldehyde-tosylhydrazone sodium salt), Rh2(OAc)4, C(C)(C)(C)OC(NC=C)=O (N-vinyl-carbamic acid tert-butyl ester), O1CCOCC1 (dioxane), C(C)(C)(C)OC (tBuOMe). Reagents/catalysts: [Cl-].C(C1=CC=CC=C1)[N+](CC)(CC)CC (benzyltriethylammonium chloride). Run in O (water). Run at time 15 minute. Product: C(C)(C)(C)OC(N[C@H]1[C@H](C1)C1=CC=C(C=C1)F)=O (Cis-2-(4-Fluoro-Phenyl)-Cyclopropyl-Carbamic Acid Tert-Butyl Ester). Isolated yield 215.4%. Reaction SMILES: [Na].S(N[N:13]=[CH:14][C:15]1C=CC=C[C:16]=1[C:21]1[CH:26]=[CH:25][C:24]([F:27])=[CH:23][CH:22]=1)(C1C=CC(C)=CC=1)(=O)=O.[C:28]([O:32][C:33](=[O:37])NC=C)([CH3:31])([CH3:30])[CH3:29].O1CCOCC1.C(OC)(C)(C)C>[Cl-].C([N+](CC)(CC)CC)C1C=CC=CC=1.O>[C:28]([O:32][C:33](=[O:37])[NH:13][C@@H:14]1[CH2:15][C@@H:16]1[C:21]1[CH:22]=[CH:23][C:24]([F:27])=[CH:25][CH:26]=1)([CH3:31])([CH3:30])[CH3:29] |f:0.1,5.6,^1:0|. Procedure: 4-Fluorophenyl benzaldehyde-tosylhydrazone sodium salt (786 mg, 2.5 mmol), N-vinyl-carbamic acid tert-butyl ester (1.432 g, 10 mmol) and benzyltriethylammonium chloride (57 mg, 0.25 mmol) were covered with dioxane (11 ml) under argon. Rh2(OAc)4 (11 mg, 0.025 mmol) was added and the suspension stirred at room temperature for 15 minutes. The slurry became thick and difficult to stir so a further 4 ml of dioxane was added. The mixture was stirred at 75° C. for 2 hours, then shaken between tBuOMe an... Reactants: Cc1ccc(Cl)c(-c2ccc(CN3CCNC(Cc4ccccc4)C3)cc2)c1, C1CCOC1, CN=C=O, ClCCl. Product: CNC(=O)N1CCN(Cc2ccc(-c3cc(C)ccc3Cl)cc2)CC1Cc1ccccc1. Reaction SMILES: [CH2:1]([c:2]1[cH:3][cH:4][cH:5][cH:6][cH:7]1)[CH:8]1[CH2:9][N:10]([CH2:14][c:15]2[cH:16][cH:17][c:18](-[c:21]3[c:22]([Cl:28])[cH:23][cH:24][c:25]([CH3:27])[cH:26]3)[cH:19][cH:20]2)[CH2:11][CH2:12][NH:13]1.[CH2:33]1[O:34][CH2:35][CH2:36][CH2:37]1.[CH3:29][N:30]=[C:31]=[O:32].[Cl:38][CH2:39][Cl:40]>>[CH2:1]([c:2]1[cH:3][cH:4][cH:5][cH:6][cH:7]1)[CH:8]1[CH2:9][N:10]([CH2:14][c:15]2[cH:16][cH:17][c:18](-[c:21]3[c:22]([Cl:28])[cH:23][cH:24][c:25]([CH3:27])[cH:26]3)[cH:19][cH:20]2)[CH2:11][CH2:12][N:13]1[C:31]([NH:30][CH3:29])=[O:32]. Reactants: 24, [N+](=O)([O-])C1=CC=C(C=C1)CN1C(=NC2=C1C=CC=C2)NC2CCN(CC2)CCNC(OCC)=O (ethyl [2-[4-[[1-[(4-nitrophenyl)methyl]-1H-benzimidazol-2-yl]amino]-1-piperidinyl]-ethyl]carbamate), S1C=CC=C1 (thiophene), COCCO (2-methoxyethanol), [H][H] (hydrogen). Reagents/catalysts: [Pd] (palladium-on-charcoal). Solvent: CO (methanol). Product: NC1=CC=C(C=C1)CN1C(=NC2=C1C=CC=C2)NC2CCN(CC2)CCNC(OCC)=O (ethyl [2-[4-[[1-[(4-aminophenyl)methyl]-1H-benzimidazol-2-yl]amino]-1-piperidinyl]ethyl]carbamate), ( 170 ). Yield: 100.0%. Reaction SMILES: [N+:1]([C:4]1[CH:9]=[CH:8][C:7]([CH2:10][N:11]2[C:15]3[CH:16]=[CH:17][CH:18]=[CH:19][C:14]=3[N:13]=[C:12]2[NH:20][CH:21]2[CH2:26][CH2:25][N:24]([CH2:27][CH2:28][NH:29][C:30](=[O:34])[O:31][CH2:32][CH3:33])[CH2:23][CH2:22]2)=[CH:6][CH:5]=1)([O-])=O.S1C=CC=C1.COCCO.[H][H]>CO.[Pd]>[NH2:1][C:4]1[CH:5]=[CH:6][C:7]([CH2:10][N:11]2[C:15]3[CH:16]=[CH:17][CH:18]=[CH:19][C:14]=3[N:13]=[C:12]2[NH:20][CH:21]2[CH2:22][CH2:23][N:24]([CH2:27][CH2:28][NH:29][C:30](=[O:34])[O:31][CH2:32][CH3:33])[CH2:25][CH2:26]2)=[CH:8][CH:9]=1. Procedure: A mixture of 24 parts of ethyl [2-[4-[[1-[(4-nitrophenyl)methyl]-1H-benzimidazol-2-yl]amino]-1-piperidinyl]-ethyl]carbamate, 1 part of a solution of thiophene in methanol 4% and 250 parts of 2-methoxyethanol was hydrogenated at normal pressure and at 50° C. with 3 parts of palladium-on-charcoal catalyst 10%. After the calculated amount of hydrogen was taken up, the catalyst was filtered off and the filtrate was evaporated, yielding 22.5 parts (100%) of ethyl [2-[4-[[1-[(4-aminophenyl)methyl]-1H-... Reactants: CCOC(=O)N1C(=O)c2cccc([N+](=O)[O-])c2C1=O, NC(CCC(=O)O)C(=O)O, [Na+], [Na+], O=C([O-])[O-], O. Product: O=C(O)CCC(C(=O)O)N1C(=O)c2cccc([N+](=O)[O-])c2C1=O. RXN SMILES: [N+:17](=[O:18])([O-:19])[c:20]1[c:21]2[c:25]([cH:26][cH:27][cH:28]1)[C:24](=[O:29])[N:23]([C:30]([O:31][CH2:32][CH3:33])=[O:34])[C:22]2=[O:35].[NH2:1][CH:2]([CH2:3][CH2:4][C:5]([OH:6])=[O:7])[C:8]([OH:9])=[O:10].[Na+:11].[Na+:12].[O-:13][C:14](=[O:15])[O-:16].[OH2:36]>>[N:1]1([CH:2]([CH2:3][CH2:4][C:5]([OH:6])=[O:7])[C:8]([OH:9])=[O:10])[C:22](=[O:35])[c:21]2[c:20]([N+:17](=[O:18])[O-:19])[cH:28][cH:27][cH:26][c:25]2[C:24]1=[O:29]. Reactants: C(OCC)(OCC)OCC (Triethyl orthoformate), C(C)(=O)O[C@H]1CC([C@]2(CC)[C@@H]1[C@@H]1CCC3=CC(CC[C@@H]3[C@H]1CC2)=O)=O (15α-acetoxy-18-methyl-estr-4-en-3,17-dione), O (water), C(C)(C)NC(C)C (Diisopropylamine). Reagents/catalysts: C1(=CC=C(C=C1)S(=O)(=O)O)C (p-Toluenesulfonic acid). The solvent is CCO (EtOH). Reaction conditions: time 1 hour. The product is C(C)OC1=CC2=CC[C@H]3[C@@H]4C=CC([C@@]4(CC)CC[C@@H]3[C@H]2CC1)=O (3-ethoxy-18-methyl-estra-3,5,15-trien-17-one). Isolated yield 70.2%. Reaction SMILES: [CH:1]([O:8][CH2:9][CH3:10])(OCC)OCC.C(O[C@@H:15]1[C@H:21]2[C@H:22]3[C@H:31]([CH2:32][CH2:33][C@:18]2([CH2:19][CH3:20])[C:17](=[O:35])[CH2:16]1)[C@@H:30]1[C:25](=[CH:26]C(=O)[CH2:28][CH2:29]1)[CH2:24][CH2:23]3)(=O)C.C(NC(C)C)(C)C.O>CCO.C1(C)C=CC(S(O)(=O)=O)=CC=1>[CH2:9]([O:8][C:1]1[CH2:28][CH2:29][C@H:30]2[C:25](=[CH:24][CH2:23][C@@H:22]3[C@@H:31]2[CH2:32][CH2:33][C@@:18]2([CH2:19][CH3:20])[C@H:21]3[CH:15]=[CH:16][C:17]2=[O:35])[CH:26]=1)[CH3:10]. Procedure: Triethyl orthoformate (5 ml, 30 mmol) and p-Toluenesulfonic acid (50 mg, 0.26 mmol) were added to a suspension of 15α-acetoxy-18-methyl-estr-4-en-3,17-dione (5 g, 14.5 mmol) in EtOH (30 ml). The mixture was stirred at room temperature for 1 h. Diisopropylamine (6.3 ml, 36 mmol) was added, and the mixture was heated under reflux for 2 h, cooled to 10° C. and water (15 ml) was then added. The precipitate was filtered, washed with water and dried. The crude product was purified by flash chromatogra...